Dataset: the Open Reaction Database (ORD), a public repository of structured organic reaction records. Task: describe an organic reaction: reactants, conditions, products, and yield Conditions: temperature 120 celsius, time 1 hour. Starting materials: NC1=NC(=CC(=N1)C1=CC(=C(C#N)C=C1)F)N1CC(OCC1)C=1NC=C(N1)C1=C(C=CC=C1)Cl (4-(2-amino-6-{2-[4-(2-chlorophenyl)-1H-imidazol-2-yl]-4-morpholinyl}-4-pyrimidinyl)-2-fluorobenzonitrile), NN (hydrazine). As a reaction SMILES: [NH2:1][C:2]1[N:7]=[C:6]([C:8]2[CH:15]=[CH:14][C:11]([C:12]#[N:13])=[C:10](F)[CH:9]=2)[CH:5]=[C:4]([N:17]2[CH2:22][CH2:21][O:20][CH:19]([C:23]3[NH:24][CH:25]=[C:26]([C:28]4[CH:33]=[CH:32][CH:31]=[CH:30][C:29]=4[Cl:34])[N:27]=3)[CH2:18]2)[N:3]=1.[NH2:35][NH2:36]>C(O)C>[NH2:1][C:2]1[N:7]=[C:6]([C:8]2[CH:9]=[C:10]3[C:11]([C:12]([NH2:13])=[N:35][NH:36]3)=[CH:14][CH:15]=2)[CH:5]=[C:4]([N:17]2[CH2:22][CH2:21][O:20][CH:19]([C:23]3[NH:24][CH:25]=[C:26]([C:28]4[CH:33]=[CH:32][CH:31]=[CH:30][C:29]=4[Cl:34])[N:27]=3)[CH2:18]2)[N:3]=1. Product: NC1=NC(=CC(=N1)C1=CC=C2C(=NNC2=C1)N)N1CC(OCC1)C=1NC=C(N1)C1=C(C=CC=C1)Cl (6-(2-Amino-6-{2-[4-(2-chlorophenyl)-1H-imidazol-2-yl]-4-morpholinyl}-4-pyrimidinyl)-1H-indazol-3-amine). Solvent: C(C)O (ethanol). Yield: 78.1%. Procedure: A mixture of 4-(2-amino-6-{2-[4-(2-chlorophenyl)-1H-imidazol-2-yl]-4-morpholinyl}-4-pyrimidinyl)-2-fluorobenzonitrile (50 mg, 0.105 mmol) and hydrazine (0.167 mL, 5.25 mmol) in ethanol (2 mL) was heated at 120° C. under microwave conditions with stirring for 1 hour. The reaction mixture was filtered and concentrated, and the resulting residue dried in vacuo to afford the title compound (40 mg) as a yellow solid. LC-MS (ES) m/z=488 [M+H]+. 1H NMR (400 MHz, DMSO-d6): δ 3.10-3.16 (m, 1H), 3.22-3.28...